This data is from the Open Reaction Database (ORD), a public repository of structured organic reaction records. The task is: describe an organic reaction: reactants, conditions, products, and yield Isolated yield 86.7%. Run in C1CCOC1 (THF). Starting materials: C[C@H]1CN(CCN1CCCN)C1=C(C=CC=C1)[N+](=O)[O-] ((S)-(+)-3-methyl-1-(2-nitrophenyl)-4-(3-aminopropyl)-piperazine), [N+](=O)([O-])C1=CC=C(C=C1)OC(=O)N1C(OCC1C1=CC(=C(C=C1)F)F)=O (4-(3,4-difluorophenyl)-2-oxo-oxazolidine-3-carboxylic acid-4-nitro-phenyl ester). RXN SMILES: [CH3:1][C@@H:2]1[N:7]([CH2:8][CH2:9][CH2:10][NH2:11])[CH2:6][CH2:5][N:4]([C:12]2[CH:17]=[CH:16][CH:15]=[CH:14][C:13]=2[N+:18]([O-:20])=[O:19])[CH2:3]1.[N+](C1C=CC([O:30][C:31]([N:33]2[CH:37]([C:38]3[CH:43]=[CH:42][C:41]([F:44])=[C:40]([F:45])[CH:39]=3)[CH2:36][O:35][C:34]2=[O:46])=O)=CC=1)([O-])=O>C1COCC1>[CH3:1][CH:2]1[CH2:3][N:4]([C:12]2[CH:17]=[CH:16][CH:15]=[CH:14][C:13]=2[N+:18]([O-:20])=[O:19])[CH2:5][CH2:6][N:7]1[CH2:8][CH2:9][CH2:10][NH:11][C:31]([N:33]1[CH:37]([C:38]2[CH:43]=[CH:42][C:41]([F:44])=[C:40]([F:45])[CH:39]=2)[CH2:36][O:35][C:34]1=[O:46])=[O:30]. Run at time 2 hour. The product is CC1N(CCN(C1)C1=C(C=CC=C1)[N+](=O)[O-])CCCNC(=O)N1C(OCC1C1=CC(=C(C=C1)F)F)=O (4-(3,4-Difluoro-phenyl)-2-oxo-oxazolidine-3-carboxylic acid {3-[2-methyl-4-(2-nitro-phenyl)-piperazin-1-yl)-propyl)-amide). Procedure: To a solution of (S)-(+)-3-methyl-1-(2-nitrophenyl)-4-(3-aminopropyl)-piperazine (35 mg, 0.126 mmol) in 10 mL of THF, 4-(3,4-difluorophenyl)-2-oxo-oxazolidine-3-carboxylic acid-4-nitro-phenyl ester (50 mg, 0.137 mmol) was added and the resulting yellow solution was stirred under argon atmosphere for 2 h at room temperature. The solvent was removed in vacuo and the residue was purified by column chromatography over silica gel with 1:1 hexane/EtOAc followed by MeOH:EtOAc=1:9 (Rf=0.58, MeOH:EtOAc=1... The reactants are O=C1CCC(=O)N1Br, O=C([O-])O, C1CCOC1, CN1CCN=C(c2ccccc2I)c2cc(Cl)ccc21, [Na+], O. Yields the product CN1C(=O)CN=C(c2ccccc2I)c2cc(Cl)ccc21. RXN SMILES: [Br:31][N:32]1[C:33](=[O:34])[CH2:35][CH2:36][C:37]1=[O:38].[C:26](=[O:27])([OH:28])[O-:29].[CH2:1]1[CH2:4][CH2:3][CH2:2][O:5]1.[Cl:6][c:7]1[cH:8][cH:9][c:10]2[c:11]([cH:25]1)[C:12]([c:18]1[c:19]([I:24])[cH:20][cH:21][cH:22][cH:23]1)=[N:13][CH2:14][CH2:15][N:16]2[CH3:17].[Na+:30].[OH2:39]>>[O:5]=[C:15]1[CH2:14][N:13]=[C:12]([c:18]2[c:19]([I:24])[cH:20][cH:21][cH:22][cH:23]2)[c:11]2[c:10]([cH:9][cH:8][c:7]([Cl:6])[cH:25]2)[N:16]1[CH3:17]. Reactants: Cl.NC1=CC=2CC3=C(NC(C=4N3C=CN4)=O)C2C=C1 (8-amino-5H,10H-imidazo[1,2-a]indeno[1,2-e]pyrazine-4-one hydrochloride), CN(C=O)C (dimethylformamide), FC1=C(C=CC=C1)N=C=O (2-fluorophenyl isocyanate). The solvent is C(C)N(CC)CC (triethylamine). Product: FC1=C(C=CC=C1)NC(NC1=CC=2CC3=C(NC(C=4N3C=CN4)=O)C2C=C1)=O (8-[3-(2-fluorophenyl)ureido]-5H,10H-imidazo[1,2-a]indeno[1,2-e]pyrazine-4-one). The yield is 36.6%. RXN SMILES: Cl.[NH2:2][C:3]1[CH:19]=[CH:18][C:17]2[C:8]3[NH:9][C:10](=[O:16])[C:11]4[N:12]([CH:13]=[CH:14][N:15]=4)[C:7]=3[CH2:6][C:5]=2[CH:4]=1.CN(C)C=O.[F:25][C:26]1[CH:31]=[CH:30][CH:29]=[CH:28][C:27]=1[N:32]=[C:33]=[O:34]>C(N(CC)CC)C>[F:25][C:26]1[CH:31]=[CH:30][CH:29]=[CH:28][C:27]=1[NH:32][C:33](=[O:34])[NH:2][C:3]1[CH:19]=[CH:18][C:17]2[C:8]3[NH:9][C:10](=[O:16])[C:11]4[N:12]([CH:13]=[CH:14][N:15]=4)[C:7]=3[CH2:6][C:5]=2[CH:4]=1 |f:0.1|. Reported procedure: The preparation is carried out as in Example 36 but from 2 g of 8-amino-5H,10H-imidazo[1,2-a]indeno[1,2-e]pyrazine-4-one hydrochloride, 40 ml of dimethylformamide, 1.3 g of triethylamine and 1.76 g of 2-fluorophenyl isocyanate. There is obtained 1 g of 8-[3-(2-fluorophenyl)ureido]-5H,10H-imidazo[1,2-a]indeno[1,2-e]pyrazine-4-one in the form of a beige solid melting above 260° C. (Analysis, % calculated C: 64.00, H: 3.76, F: 5.06, N: 18.66, O: 8.52, % found C: 64.0, H: 3.5, F: 4.6, N: 18.6).